This data is from the Open Reaction Database (ORD), a public repository of structured organic reaction records. The task is: describe an organic reaction: reactants, conditions, products, and yield The reactants are CCCCCC (hexane), COC1=CC2=C(SC=C2)C=2C(=CC3=C(SC=C3)C12)OC (4,9-Dimethoxynaphtho[1,2-b:5,6-b′]dithiophene), C(CCCCCCCCCCC)(=O)Cl (Dodecanoyl chloride), [Cl-].[Cl-].[Cl-].[Al+3] (Aluminum trichloride). Solvent: ClCCl (dichloromethane), ice water. Run at time 10 minute. The product is COC1=CC2=C(SC=C2)C=2C(=CC3=C(SC(=C3)C(CCCCCCCCCCC)=O)C12)OC (1-(4,9-dimethoxynaphtho[1,2-b:5,6-b′]dithiophen-2-yl)dodecan-1-one). Isolated yield 53.9%. As a reaction SMILES: [CH3:1][O:2][C:3]1[C:18]2[C:14]3[S:15][CH:16]=[CH:17][C:13]=3[CH:12]=[C:11]([O:19][CH3:20])[C:10]=2[C:6]2[S:7][CH:8]=[CH:9][C:5]=2[CH:4]=1.[C:21](Cl)(=[O:33])[CH2:22][CH2:23][CH2:24][CH2:25][CH2:26][CH2:27][CH2:28][CH2:29][CH2:30][CH2:31][CH3:32].[Cl-].[Cl-].[Cl-].[Al+3].CCCCCC>ClCCl>[CH3:20][O:19][C:11]1[C:10]2[C:6]3[S:7][C:8]([C:21](=[O:33])[CH2:22][CH2:23][CH2:24][CH2:25][CH2:26][CH2:27][CH2:28][CH2:29][CH2:30][CH2:31][CH3:32])=[CH:9][C:5]=3[CH:4]=[C:3]([O:2][CH3:1])[C:18]=2[C:14]2[S:15][CH:16]=[CH:17][C:13]=2[CH:12]=1 |f:2.3.4.5|. Procedure details: 4,9-Dimethoxynaphtho[1,2-b:5,6-b′]dithiophene (0.90 g, 3.0 mmol) was solubilized in anhydrous dichloromethane (20 mL). Dodecanoyl chloride (0.765 g, 3.5 mmol) was then added and stirring was continued for 10 minutes at this temperature. Aluminum trichloride (0.465 g, 3.5 mmol) was then added in 3 portions. The mixture was stirred overnight at room temperature. The mixture was cooled in ice water and extracted with chloroform (200 mL) and washed with water (100 mL) and brine (50 mL). After the so...